Dataset: the Open Reaction Database (ORD), a public repository of structured organic reaction records. Task: describe an organic reaction: reactants, conditions, products, and yield The product is COc1cc(I)ccc1C. Reactants: [I-], [K+], O=N[O-], COc1cc(N)ccc1C, NC(N)=O, [Na+], O, O=S(=O)(O)O. RXN SMILES: [I-:25].[K+:24].[N:16]([O-:17])=[O:18].[NH2:1][c:2]1[cH:3][cH:4][c:5]([CH3:10])[c:6]([O:8][CH3:9])[cH:7]1.[NH2:20][C:21](=[O:22])[NH2:23].[Na+:19].[OH2:26].[S:11](=[O:12])(=[O:13])([OH:14])[OH:15]>>[c:2]1([I:25])[cH:3][cH:4][c:5]([CH3:10])[c:6]([O:8][CH3:9])[cH:7]1. Reactants: O=C([O-])[O-], CCCCCC, CN1CCC(Oc2cccc(Cl)c2)C(c2ccccc2)C1, O=C(Cl)OCC(Cl)(Cl)Cl, O=C([O-])Cl, [K+], [K+], c1ccccc1. The product is O=C(OCC(Cl)(Cl)Cl)N1CCC(Oc2cccc(Cl)c2)C(c2ccccc2)C1. Reaction SMILES: [C:22](=[O:23])([O-:24])[O-:25].[CH3:41][CH2:42][CH2:43][CH2:44][CH2:45][CH3:46].[Cl:1][c:2]1[cH:3][c:4]([O:5][CH:6]2[CH:7]([c:13]3[cH:14][cH:15][cH:16][cH:17][cH:18]3)[CH2:8][N:9]([CH3:12])[CH2:10][CH2:11]2)[cH:19][cH:20][cH:21]1.[Cl:28][C:29](=[O:30])[O:31][CH2:32][C:33]([Cl:34])([Cl:35])[Cl:36].[Cl:37][C:38]([O-:39])=[O:40].[K+:26].[K+:27].[cH:47]1[cH:48][cH:49][cH:50][cH:51][cH:52]1>>[Cl:1][c:2]1[cH:3][c:4]([O:5][CH:6]2[CH:7]([c:13]3[cH:14][cH:15][cH:16][cH:17][cH:18]3)[CH2:8][N:9]([C:29](=[O:30])[O:31][CH2:32][C:33]([Cl:34])([Cl:35])[Cl:36])[CH2:10][CH2:11]2)[cH:19][cH:20][cH:21]1. Reactants: O=C([O-])[O-], CC(C)(C)OC(=O)NC1Cc2ccccc2N(Cc2ccccc2)C1, CO, ClCCl, [K+], [K+], O=C(O)C(F)(F)F. Product: NC1Cc2ccccc2N(Cc2ccccc2)C1. Reaction SMILES: [C:33](=[O:34])([O-:35])[O-:36].[C:8]([O:9][C:10](=[O:11])[NH:14][CH:15]1[CH2:16][N:17]([CH2:25][c:26]2[cH:27][cH:28][cH:29][cH:30][cH:31]2)[c:18]2[cH:19][cH:20][cH:21][cH:22][c:23]2[CH2:24]1)([CH3:12])([CH3:13])[CH3:32].[CH3:42][OH:43].[Cl:39][CH2:40][Cl:41].[K+:37].[K+:38].[OH:1][C:2]([C:3]([F:4])([F:5])[F:6])=[O:7]>>[NH2:14][CH:15]1[CH2:16][N:17]([CH2:25][c:26]2[cH:27][cH:28][cH:29][cH:30][cH:31]2)[c:18]2[cH:19][cH:20][cH:21][cH:22][c:23]2[CH2:24]1. Reactants: O=C([O-])[O-], CCCn1ccnc1, [Li]CCCC, CON(C)C(=O)Cc1ccc([N+](=O)[O-])cc1, Cl, [K+], [K+], C1CCOC1. Yields the product CCCn1ccnc1C(=O)Cc1ccc([N+](=O)[O-])cc1. RXN SMILES: [C:31](=[O:32])([O-:33])[O-:34].[CH2:1]([CH2:2][CH3:3])[n:4]1[cH:5][n:6][cH:7][cH:8]1.[CH2:9]([Li:10])[CH2:11][CH2:12][CH3:13].[CH3:14][O:15][N:16]([C:17]([CH2:18][c:19]1[cH:20][cH:21][c:22]([N+:25](=[O:26])[O-:27])[cH:23][cH:24]1)=[O:28])[CH3:29].[ClH:30].[K+:35].[K+:36].[O:37]1[CH2:38][CH2:39][CH2:40][CH2:41]1>>[CH2:1]([CH2:2][CH3:3])[n:4]1[c:5]([C:17]([CH2:18][c:19]2[cH:20][cH:21][c:22]([N+:25](=[O:26])[O-:27])[cH:23][cH:24]2)=[O:28])[n:6][cH:7][cH:8]1. Reactants: C(C)OC(C(CCCCC)C1=CC(=CC=C1)[N+](=O)[O-])=O (2-(3-nitro-phenyl)-heptanoic acid ethyl ester), [H][H] (hydrogen). The reagents and catalysts are [Pd] (palladium on carbon). Run in C(C)(=O)OCC (ethyl acetate). Product: C(C)OC(C(CCCCC)C1=CC(=CC=C1)N)=O (2-(3-amino-phenyl)-heptanoic acid ethyl ester). Isolated yield 97.5%. As a reaction SMILES: [CH2:1]([O:3][C:4](=[O:20])[CH:5]([C:11]1[CH:16]=[CH:15][CH:14]=[C:13]([N+:17]([O-])=O)[CH:12]=1)[CH2:6][CH2:7][CH2:8][CH2:9][CH3:10])[CH3:2].[H][H]>C(OCC)(=O)C.[Pd]>[CH2:1]([O:3][C:4](=[O:20])[CH:5]([C:11]1[CH:16]=[CH:15][CH:14]=[C:13]([NH2:17])[CH:12]=1)[CH2:6][CH2:7][CH2:8][CH2:9][CH3:10])[CH3:2]. Procedure details: A solution of 2-(3-nitro-phenyl)-heptanoic acid ethyl ester (4.451 g, 15.9 mmole) in 150 mL of ethyl acetate containing 1.69 g of 10% palladium on carbon was subjected to atmospheric pressure of hydrogen for 15 hours. The mixture was filtered through a Celite/SiO2 pad and the volatiles were removed in vacuo to yield 3.866 g of 2-(3-amino-phenyl)-heptanoic acid ethyl ester as a pale yellow oil. The reactants are ClC=1C=C(C(=O)NC2=NC=C(C=N2)[N+](=O)[O-])C=CC1F (3-chloro-4-fluoro-N-(5-nitropyrimidin-2-yl)benzamide), [H][H] (hydrogen). The reagents and catalysts are [Pt] (Pt/C). Solvent: CCO (EtOH), CO (MeOH). Product: NC=1C=NC(=NC1)NC(C1=CC(=C(C=C1)F)Cl)=O (N-(5-aminopyrimidin-2-yl)-3-chloro-4-fluorobenzamide). Yield: 80.0%. RXN SMILES: [Cl:1][C:2]1[CH:3]=[C:4]([CH:17]=[CH:18][C:19]=1[F:20])[C:5]([NH:7][C:8]1[N:13]=[CH:12][C:11]([N+:14]([O-])=O)=[CH:10][N:9]=1)=[O:6].[H][H]>CCO.CO.[Pt]>[NH2:14][C:11]1[CH:12]=[N:13][C:8]([NH:7][C:5](=[O:6])[C:4]2[CH:17]=[CH:18][C:19]([F:20])=[C:2]([Cl:1])[CH:3]=2)=[N:9][CH:10]=1. Procedure: To 1C (1.16 g, 3.92 mmol) in a mixture of 60 mL EtOH and 10 mL MeOH was added 10% Pt/C (300 mg). The reaction was stirred under 1 atmosphere of hydrogen for 1.5 h, filtered, and concentrated to give 850 mg (80% yield) ID. RP HPLC ret. t.: 1.58 min. and (M+H)+: 267.